The task is: describe an organic reaction: reactants, conditions, products, and yield. This data is from the Open Reaction Database (ORD), a public repository of structured organic reaction records. Reactants: COC(=O)c1cccc([N+](=O)[O-])c1CBr, C1COCCO1, O. Product: O=C1OCc2c1cccc2[N+](=O)[O-]. As a reaction SMILES: [Br:1][CH2:2][c:3]1[c:4]([C:5](=[O:6])[O:7][CH3:8])[cH:9][cH:10][cH:11][c:12]1[N+:13](=[O:14])[O-:15].[O:16]1[CH2:17][CH2:18][O:19][CH2:20][CH2:21]1.[OH2:22]>>[c:3]12[c:4]([cH:9][cH:10][cH:11][c:12]1[N+:13](=[O:14])[O-:15])[C:5](=[O:6])[O:7][CH2:8]2. The yield is 98.9%. Run at time 2 hour. The product is [N+](=O)([O-])C1=C2C=CN=CC2=CC=C1 (5-nitro-isoquinoline). The solvent is OS(=O)(=O)O (H2SO4), O (water), petroleum ether. The reactants are C1=NC=CC2=CC=CC=C12 (isoquinoline), [N+](=O)([O-])[O-].[K+] (KNO3), [NH4+].[OH-] (NH4OH), C(C)(=O)OCC (ethyl acetate). Reported procedure: To a solution of isoquinoline (120 g, 0.929 mol) in H2SO4 (1 L) was added KNO3 (112.6 g, 1.115 mol) at −15° C. (dropwise). The mixture was stirred at room temperature for 2 hours. TLC (petroleum ether:ethyl acetate=2:1) showed complete conversion. The mixture was added to water (3 L) at 0° C. The mixture was adjusted to pH 8 by the addition of NH4OH and filtered. The filter cake was washed with methyl tertbutyl ether (1 L×2) and concentrated under vacuum to give 5-nitro-isoquinoline (160 g, 94%)... RXN SMILES: [CH:1]1[C:10]2[C:5](=[CH:6][CH:7]=[CH:8][CH:9]=2)[CH:4]=[CH:3][N:2]=1.[N+:11]([O-])([O-:13])=[O:12].[K+].C(OCC)(=O)C.[NH4+].[OH-]>OS(O)(=O)=O.O>[N+:11]([C:6]1[CH:7]=[CH:8][CH:9]=[C:10]2[C:5]=1[CH:4]=[CH:3][N:2]=[CH:1]2)([O-:13])=[O:12] |f:1.2,4.5|. Reactants: CC1=C(C=CC(=N1)CC(=O)OCC)[N+](=O)[O-] (Ethyl 2-(6-methyl-5-nitropyridin-2-yl)acetate), [H][H] (hydrogen). Reagents/catalysts: [Pd] (Pd/C). Run in C(C)(=O)OCC (ethyl acetate). The product is NC=1C=CC(=NC1C)CC(=O)OCC (ethyl 2-(5-amino-6-methylpyridin-2-yl)acetate). RXN SMILES: [CH3:1][C:2]1[N:7]=[C:6]([CH2:8][C:9]([O:11][CH2:12][CH3:13])=[O:10])[CH:5]=[CH:4][C:3]=1[N+:14]([O-])=O.[H][H]>C(OCC)(=O)C.[Pd]>[NH2:14][C:3]1[CH:4]=[CH:5][C:6]([CH2:8][C:9]([O:11][CH2:12][CH3:13])=[O:10])=[N:7][C:2]=1[CH3:1]. Procedure details: Ethyl 2-(6-methyl-5-nitropyridin-2-yl)acetate (1.10 g, 4.91 mmol) was dissolved in ethyl acetate and added Pd/C (0.5 g) then stirred under a balloon of hydrogen for 2 hrs. Filtered over catalyst and concentrated to yield ethyl 2-(5-amino-6-methylpyridin-2-yl)acetate: LC-MS: M+1=195;